This data is from the Open Reaction Database (ORD), a public repository of structured organic reaction records. The task is: describe an organic reaction: reactants, conditions, products, and yield Reactants: C(CC)NCCCO (N-propyl-3-amino propanol), C(Cl)(Cl)Cl (chloroform). Run in S(=O)(Cl)Cl (thionyl chloride). Yields the product Cl.C(CC)NCCCCl (N-propylamino-3-chloro propane hydrochloride). Reaction SMILES: [CH2:1]([NH:4][CH2:5][CH2:6]CO)[CH2:2][CH3:3].[CH:9]([Cl:12])(Cl)[Cl:10]>S(Cl)(Cl)=O>[ClH:10].[CH2:1]([NH:4][CH2:5][CH2:6][CH2:9][Cl:12])[CH2:2][CH3:3] |f:3.4|. Procedure: There was added to about 124 parts of the above N-propyl-3-amino propanol dissolved in 1194 parts of chloroform under an atmosphere of nitrogen and at a temperature of about 0° C., 189 parts of thionyl chloride at a rate which was sufficient to maintain the temperature of the resulting reaction mixture below 20° C. When the addition was complete, the solution was brought to reflux for 30 minutes. The reaction mixture was then quenched with excess ethanol and concentrated to provide a yellow visc... The reactants are CC(=O)c1ccc(S(=O)(=O)N(C)C)cc1, COc1cc(OC)c(-c2cccs2)cc1C=CC(=O)c1ccc(S(=O)(=O)Nc2cc(C)on2)cc1, COc1cc(OC)c(-c2cc3ccccc3n2C)cc1C=O. Yields the product COc1cc(OC)c(-c2cc3ccccc3n2C)cc1C=CC(=O)c1ccc(S(=O)(=O)N(C)C)cc1. As a reaction SMILES: [C:36]([CH3:37])(=[O:38])[c:39]1[cH:40][cH:41][c:42]([S:45](=[O:46])(=[O:47])[N:48]([CH3:49])[CH3:50])[cH:43][cH:44]1.[CH3:1][O:2][c:3]1[cH:4][c:5]([O:6][CH3:7])[c:8](-[c:9]2[s:10][cH:11][cH:12][cH:13]2)[cH:14][c:15]1[CH:16]=[CH:17][C:18]([c:19]1[cH:20][cH:21][c:22]([S:23]([NH:24][c:25]2[cH:26][c:27]([CH3:28])[o:29][n:30]2)(=[O:31])=[O:32])[cH:33][cH:34]1)=[O:35].[CH3:51][O:52][c:53]1[c:54]([CH:55]=[O:56])[cH:57][c:58](-[c:63]2[n:64]([CH3:72])[c:65]3[cH:66][cH:67][cH:68][cH:69][c:70]3[cH:71]2)[c:59]([O:61][CH3:62])[cH:60]1>>[C:36]([CH:37]=[CH:55][c:54]1[c:53]([O:52][CH3:51])[cH:60][c:59]([O:61][CH3:62])[c:58](-[c:63]2[n:64]([CH3:72])[c:65]3[cH:66][cH:67][cH:68][cH:69][c:70]3[cH:71]2)[cH:57]1)(=[O:38])[c:39]1[cH:40][cH:41][c:42]([S:45](=[O:46])(=[O:47])[N:48]([CH3:49])[CH3:50])[cH:43][cH:44]1. Starting materials: CCOC(=O)C1(c2ccc(C#N)cc2)CCCc2cncn21, CO, Cl, [Na+], [OH-]. Product: N#Cc1ccc(C2CCCc3cncn32)cc1. As a reaction SMILES: [C:1](#[N:2])[c:3]1[cH:4][cH:5][c:6]([C:9]2([C:18]([O:19][CH2:20][CH3:21])=[O:22])[CH2:10][CH2:11][CH2:12][c:13]3[n:14]2[cH:15][n:16][cH:17]3)[cH:7][cH:8]1.[CH3:26][OH:27].[ClH:25].[Na+:24].[OH-:23]>>[C:1](#[N:2])[c:3]1[cH:4][cH:5][c:6]([CH:9]2[CH2:10][CH2:11][CH2:12][c:13]3[n:14]2[cH:15][n:16][cH:17]3)[cH:7][cH:8]1. Starting materials: C(C1=CC=CC=C1)(=O)CCCC(=O)O (4-benzoyl-butyric acid), C(CCN)N (1,3-propanediamine), C (charcoal). The product is C1(=CC=CC=C1)C12N(CCCN1)C(CCC2)=O (9a-phenyl-octahydro-6H-pyrido[1,2-a]pyrimidin -6-one). As a reaction SMILES: [C:1]([CH2:9][CH2:10][CH2:11][C:12]([OH:14])=O)(=O)[C:2]1[CH:7]=[CH:6][CH:5]=[CH:4][CH:3]=1.[CH2:15]([NH2:19])[CH2:16][CH2:17][NH2:18].C>>[C:2]1([C:1]23[CH2:9][CH2:10][CH2:11][C:12](=[O:14])[N:18]2[CH2:17][CH2:16][CH2:15][NH:19]3)[CH:3]=[CH:4][CH:5]=[CH:6][CH:7]=1. Procedure details: 19.2 Parts of 4-benzoyl-butyric acid and 9 parts of 1,3-propanediamine are heated for 21/2 hours at 150°-160°. The reaction mixture is cooled to about 60°, extracted with hot ethyl acetate and the solution obtained is clarified over charcoal. On concentrating, the reaction product precipitates and is purified by recrystallisation from ethyl acetate. The melting point of the 9a-phenyl-octahydro-6H-pyrido[1,2-a]pyrimidin -6-one of the formula ##STR34## obtained is 142.5°. The following compound is... Starting materials: NC=1SC(=CN1)SC1=CC=NC=C1 (2-amino-5-(4-pyridylthio)thiazole), N1=CC=CC=C1 (pyridine), FC1=CC=C(C(=O)Cl)C=C1 (4-fluorobenzoyl chloride). The solvent is CN(C=O)C (N,N-dimethylformamide). The product is FC1=CC=C(C(=O)NC=2SC(=CN2)SC2=CC=NC=C2)C=C1 (2-(4-fluorobenzoylamino)-5-(4-pyridylthio)thiazole). The yield is 63.2%. RXN SMILES: [NH2:1][C:2]1[S:3][C:4]([S:7][C:8]2[CH:13]=[CH:12][N:11]=[CH:10][CH:9]=2)=[CH:5][N:6]=1.N1C=CC=CC=1.[F:20][C:21]1[CH:29]=[CH:28][C:24]([C:25](Cl)=[O:26])=[CH:23][CH:22]=1>CN(C)C=O>[F:20][C:21]1[CH:29]=[CH:28][C:24]([C:25]([NH:1][C:2]2[S:3][C:4]([S:7][C:8]3[CH:13]=[CH:12][N:11]=[CH:10][CH:9]=3)=[CH:5][N:6]=2)=[O:26])=[CH:23][CH:22]=1. Reported procedure: To a mixture of 2-amino-5-(4-pyridylthio)thiazole (2.5 g) and pyridine (3 g) in N,N-dimethylformamide (25 ml) was added dropwise the 4-fluorobenzoyl chloride (2.7 g) at 5° C. under ice cooling with stirring. The mixture was stirred at 5° C. for 4 hours under ice cooling. The reaction mixture was concentrated under reduced pressure and the residue was triturated with water. The precipitates were collected by filtration, washed with water and dried in vacuo to give 2-(4-fluorobenzoylamino)-5-(4-py... The reactants are FC1=CC=C(C=C1)CC1=CN=C2C(=C(C(N(C2=C1)CCCN1C(CCCCC1)=O)=O)C(=O)OCC)O (ethyl 7-[(4-fluorophenyl)methyl]-4-hydroxy-2-oxo-1-[3-(2-oxohexahydro-1H-azepin-1-yl)propyl]-1,2-dihydro-1,5-naphthyridine-3-carboxylate), NCCCO (3-amino-1-propanol). Yields the product FC1=CC=C(C=C1)CC1=CN=C2C(=C(C(N(C2=C1)CCCN1C(CCCCC1)=O)=O)C(=O)NCCCO)O (7-[(4-fluorophenyl)methyl]-4-hydroxy-N-(3-hydroxypropyl)-2-oxo-1-[3-(2-oxohexahydro-1H-azepin-1-yl)propyl]-1,2-dihydro-1,5-naphthyridine-3-carboxamide). RXN SMILES: [F:1][C:2]1[CH:7]=[CH:6][C:5]([CH2:8][C:9]2[CH:18]=[C:17]3[C:12]([C:13]([OH:36])=[C:14]([C:31](OCC)=[O:32])[C:15](=[O:30])[N:16]3[CH2:19][CH2:20][CH2:21][N:22]3[CH2:28][CH2:27][CH2:26][CH2:25][CH2:24][C:23]3=[O:29])=[N:11][CH:10]=2)=[CH:4][CH:3]=1.[NH2:37][CH2:38][CH2:39][CH2:40][OH:41]>>[F:1][C:2]1[CH:7]=[CH:6][C:5]([CH2:8][C:9]2[CH:18]=[C:17]3[C:12]([C:13]([OH:36])=[C:14]([C:31]([NH:37][CH2:38][CH2:39][CH2:40][OH:41])=[O:32])[C:15](=[O:30])[N:16]3[CH2:19][CH2:20][CH2:21][N:22]3[CH2:28][CH2:27][CH2:26][CH2:25][CH2:24][C:23]3=[O:29])=[N:11][CH:10]=2)=[CH:4][CH:3]=1. Procedure: This compound was prepared from ethyl 7-[(4-fluorophenyl)methyl]-4-hydroxy-2-oxo-1-[3-(2-oxohexahydro-1H-azepin-1-yl)propyl]-1,2-dihydro-1,5-naphthyridine-3-carboxylate and 3-amino-1-propanol using methods similar to Example 563 to provide an off-white solid: 1H NMR (300 MHz, DMSO-d6) δ ppm 1.54 (d, J=4.42 Hz, 4 H), 1.60-1.76 (m, 6 H), 2.36-2.44 (m, 2 H), 3.33-3.39 (m, 4 H), 3.39-3.52 (m, 4 H), 4.15-4.24 (m, 4 H), 4.60 (t, J=5.05 Hz, 1 H), 7.14 (ddd, J=9.00, 6.69, 2.00 Hz, 2 H), 7.38-7.44 (m, 2 ... Starting materials: C(C)(C)(C)N1N=C(C(=C1)C=O)C(=O)OCC (ethyl 1-tert-butyl-4-formyl-1H-pyrazole-3-carboxylate), [BH4-].[Na+] (sodium borohydride). Solvent: C(C)O (ethanol). Conditions: time 30 minute. The product is C(C)(C)(C)N1N=C(C(=C1)CO)C(=O)OCC (ethyl 1-tert-butyl-4-(hydroxymethyl)-1H-pyrazole-3-carboxylate). Yield: 88.7%. RXN SMILES: [C:1]([N:5]1[CH:9]=[C:8]([CH:10]=[O:11])[C:7]([C:12]([O:14][CH2:15][CH3:16])=[O:13])=[N:6]1)([CH3:4])([CH3:3])[CH3:2].[BH4-].[Na+]>C(O)C>[C:1]([N:5]1[CH:9]=[C:8]([CH2:10][OH:11])[C:7]([C:12]([O:14][CH2:15][CH3:16])=[O:13])=[N:6]1)([CH3:4])([CH3:3])[CH3:2] |f:1.2|. Procedure: To a solution of ethyl 1-tert-butyl-4-formyl-1H-pyrazole-3-carboxylate (2.87 g, 12.8 mmol) in ethanol (50 mL) was added sodium borohydride (0.97 g, 25.6 mmol) in one portion. After stirring for 30 minutes at room temperature the mixture was quenched with 1 N aqueous hydrochloric acid (100 mL), stirred for 15 minutes, and then neutralized with saturated aqueous sodium bicarbonate. The mixture was extracted with ethyl acetate (2×150 mL), the combined organics then dried over sodium sulfate, filter... Starting materials: BrCC1=CC=C(C(=O)O)C=C1 (4-(bromomethyl)benzoic acid), FC1=C(C(=C(C(=C1O)F)F)F)F (pentafluorophenol). Yields the product FC1=C(C(=C(C(=C1OC(C1=CC=C(C=C1)CBr)=O)F)F)F)F (4-(bromomethyl)benzoic acid pentafluorophenyl ester). The yield is 56.4%. As a reaction SMILES: [Br:1][CH2:2][C:3]1[CH:11]=[CH:10][C:6]([C:7]([OH:9])=[O:8])=[CH:5][CH:4]=1.[F:12][C:13]1[C:18](O)=[C:17]([F:20])[C:16]([F:21])=[C:15]([F:22])[C:14]=1[F:23]>>[F:12][C:13]1[C:18]([O:8][C:7](=[O:9])[C:6]2[CH:10]=[CH:11][C:3]([CH2:2][Br:1])=[CH:4][CH:5]=2)=[C:17]([F:20])[C:16]([F:21])=[C:15]([F:22])[C:14]=1[F:23]. Procedure: Starting from 4-(bromomethyl)benzoic acid (5.0 g, 23.25 mmol) and pentafluorophenol (4.3 g, 23.25 mmol), applying the same procedure described in Preparation 2, 4-(bromomethyl)benzoic acid pentafluorophenyl ester (5.0 g, 56%) was obtained as an off white solid.